The task is: describe an organic reaction: reactants, conditions, products, and yield. This data is from the Open Reaction Database (ORD), a public repository of structured organic reaction records. Starting materials: [H-].[H-].[H-].[H-].[Li+].[Al+3] (LiAlH4), N(=[N+]=[N-])CC=1C=C(C(=O)OC)C=C(C1)CF (methyl 3-azidomethyl-5-fluoromethylbenzoate), N(=[N+]=[N-])CC=1C=C(C(=O)OC)C=C(C1)CF (methyl 3-azidomethyl-5-fluoromethylbenzoate). Run in C1CCOC1 (THF), C1CCOC1 (THF). Conditions: temperature 0 celsius, time 2 hour. Yields the product NCC=1C=C(CO)C=C(C1)CF (3-aminomethyl-5-fluoromethylbenzylalcohol). Isolated yield 47.7%. As a reaction SMILES: [N:1]([CH2:4][C:5]1[CH:6]=[C:7]([CH:12]=[C:13]([CH2:15][F:16])[CH:14]=1)[C:8](OC)=[O:9])=[N+]=[N-].[H-].[H-].[H-].[H-].[Li+].[Al+3]>C1COCC1>[NH2:1][CH2:4][C:5]1[CH:6]=[C:7]([CH:12]=[C:13]([CH2:15][F:16])[CH:14]=1)[CH2:8][OH:9] |f:1.2.3.4.5.6|. Procedure: Methyl 3-azidomethyl-5-fluoromethylbenzoate (35) (476 mg, 2.13 mmol) was dissolved in THF (21.3 mL). The air was evacuated from the reaction system, and then Ar was charged therein. In another recovery flask filled with Ar, LiAlH4 (408 mg, 10.7 mmol) was placed. To this was added THF (21.3 mL) with ice-cooling to give a suspension. To the suspension was added dropwise the solution of the compound (35), and stirred for 2 hours at 0° C. TLC was used to confirm there was no starting material in the... Reactants: C(#N)C=1C(=C(C=C2C(C(=CN(C12)C1CC1)C(=O)O)=O)F)N1C[C@@H]2NCCO[C@H]2C1 (8-cyano-1-cyclopropyl-6-fluoro-7-((1S,6S)-2-oxa-5,8-diazabicyclo[4.3.0]non-8-yl)-1,4-dihydro-4-oxo-3-quinolinecarboxylic acid), Cl (hydrochloric acid). The solvent is O (water). Run at time 3 hour. The product is Cl.C(#N)C=1C(=C(C=C2C(C(=CN(C12)C1CC1)C(=O)O)=O)F)N1C[C@@H]2NCCO[C@H]2C1 (8-Cyano-1-cyclopropyl-6-fluoro-7-((1S,6S)-2-oxa-5,8-diazabicyclo[4.3.0]non-8-yl)-1,4-dihydro-4-oxo-3-quinolinecarboxylic Acid Hydrochloride). RXN SMILES: [C:1]([C:3]1[C:4]([N:21]2[CH2:29][C@H:28]3[C@@H:23]([NH:24][CH2:25][CH2:26][O:27]3)[CH2:22]2)=[C:5]([F:20])[CH:6]=[C:7]2[C:12]=1[N:11]([CH:13]1[CH2:15][CH2:14]1)[CH:10]=[C:9]([C:16]([OH:18])=[O:17])[C:8]2=[O:19])#[N:2].[ClH:30]>O>[ClH:30].[C:1]([C:3]1[C:4]([N:21]2[CH2:29][C@H:28]3[C@@H:23]([NH:24][CH2:25][CH2:26][O:27]3)[CH2:22]2)=[C:5]([F:20])[CH:6]=[C:7]2[C:12]=1[N:11]([CH:13]1[CH2:15][CH2:14]1)[CH:10]=[C:9]([C:16]([OH:18])=[O:17])[C:8]2=[O:19])#[N:2] |f:3.4|. Procedure details: 1 g (2.5 mmol) of 8-cyano-1-cyclopropyl-6-fluoro-7-((1S,6S)-2-oxa-5,8-diazabicyclo[4.3.0]non-8-yl)-1,4-dihydro-4-oxo-3-quinolinecarboxylic acid is suspended in 20 ml of water, and the suspension is treated with 10 ml of 1N hydrochloric acid and stirred at room temperature for 3 hours. The precipitate obtained is filtered off with suction, washed with ethanol and dried at 80° C. in a high vacuum. Reactants: N[C@H]1CC[C@H](CC1)C(=O)O (cis-4-aminocyclohexanecarboxylic acid), CCN(C(C)C)C(C)C (DIPEA), FC=1C=C(CN2CCC(CC2)C(C)(C)O)C=CC1[N+](=O)[O-] (2-(1-(3-fluoro-4-nitrobenzyl)piperidin-4-yl)propan-2-ol). Solvent: C(C)#N (ACN). Reaction conditions: temperature 75 celsius, time 48 hour. Product: OC(C)(C)C1CCN(CC1)CC=1C=CC(=C(C1)N[C@H]1CC[C@H](CC1)C(=O)O)[N+](=O)[O-] (cis-4-(5-((4-(2-hydroxypropan-2-yl)piperidin-1-yl)methyl)-2-nitrophenylamino)cyclohexanecarboxylic acid). Isolated yield 143.2%. Reaction SMILES: [NH2:1][C@@H:2]1[CH2:7][CH2:6][C@H:5]([C:8]([OH:10])=[O:9])[CH2:4][CH2:3]1.CCN(C(C)C)C(C)C.F[C:21]1[CH:22]=[C:23]([CH:35]=[CH:36][C:37]=1[N+:38]([O-:40])=[O:39])[CH2:24][N:25]1[CH2:30][CH2:29][CH:28]([C:31]([OH:34])([CH3:33])[CH3:32])[CH2:27][CH2:26]1>C(#N)C>[OH:34][C:31]([CH:28]1[CH2:29][CH2:30][N:25]([CH2:24][C:23]2[CH:35]=[CH:36][C:37]([N+:38]([O-:40])=[O:39])=[C:21]([NH:1][C@@H:2]3[CH2:7][CH2:6][C@H:5]([C:8]([OH:10])=[O:9])[CH2:4][CH2:3]3)[CH:22]=2)[CH2:26][CH2:27]1)([CH3:33])[CH3:32]. Procedure: To a suspension of cis-4-aminocyclohexanecarboxylic acid (0.199 g, 1.392 mmol) and DIPEA (0.553 mL, 3.16 mmol) in ACN (5 mL) was added 2-(1-(3-fluoro-4-nitrobenzyl)piperidin-4-yl)propan-2-ol (0.375 g, 1.265 mmol). The reaction was stirred at 75° C. After 48 hours, the reaction mixture was concentrated, diluted with water (10 mL), and extracted with DCM and EtOAc. The combined organic layers were dried over anhydrous magnesium sulfate, filtered, and concentrated to provide cis-4-(5-((4-(2-hydroxy... Starting materials: C[O-], CN(C)C=O, CN(C)CCNc1cccc(Cl)n1, [Na+]. Product: COc1cccc(NCCN(C)C)n1. As a reaction SMILES: [CH3:14][O-:15].[CH3:17][N:18]([CH3:19])[CH:20]=[O:21].[CH3:1][N:2]([CH2:3][CH2:4][NH:5][c:6]1[n:7][c:8]([Cl:12])[cH:9][cH:10][cH:11]1)[CH3:13].[Na+:16]>>[CH3:1][N:2]([CH2:3][CH2:4][NH:5][c:6]1[n:7][c:8]([O:15][CH3:14])[cH:9][cH:10][cH:11]1)[CH3:13]. The reactants are C(CC(O)(C(=O)O)CC(=O)O)(=O)O (Citric acid), N1(C(CCC1=O)=O)CC=1C=C(C=CC1)C1=C(SC(=C1)CC(C)C)S(=O)(=O)NC(C)(C)C (3-(3-pyrrolidine-2,5-dione-1-ylmethylphenyl)-5-iso-butyl-N-tert-butylthiophene-2-sulfonamide), B(Cl)(Cl)Cl (BCl3), N1(CCCC1)C1=NC=CC=C1 (pyrrolidinopyridine), ClC(=O)OCCCC (butyl chloroformate). Run in C(Cl)Cl (CH2Cl2). Reaction conditions: time 1 hour. Product: C(CCC)OC(=O)NS(=O)(=O)C=1SC(=CC1C1=CC(=CC=C1)CN1C(CCC1=O)=O)CC(C)C (N-Butyloxycarbonyl-3-(3-pyrrolidine-2,5-dione-1-ylmethylphenyl)-5-iso-butylthiophene-2-sulfonamide). The yield is 76.0%. Reaction SMILES: [N:1]1([CH2:8][C:9]2[CH:10]=[C:11]([C:15]3[CH:19]=[C:18]([CH2:20][CH:21]([CH3:23])[CH3:22])[S:17][C:16]=3[S:24]([NH:27]C(C)(C)C)(=[O:26])=[O:25])[CH:12]=[CH:13][CH:14]=2)[C:5](=[O:6])[CH2:4][CH2:3][C:2]1=[O:7].B(Cl)(Cl)Cl.N1(C2C=CC=CN=2)CCCC1.Cl[C:48]([O:50][CH2:51][CH2:52][CH2:53][CH3:54])=[O:49].C(O)(=O)CC(CC(O)=O)(C(O)=O)O>C(Cl)Cl>[CH2:51]([O:50][C:48]([NH:27][S:24]([C:16]1[S:17][C:18]([CH2:20][CH:21]([CH3:23])[CH3:22])=[CH:19][C:15]=1[C:11]1[CH:12]=[CH:13][CH:14]=[C:9]([CH2:8][N:1]2[C:5](=[O:6])[CH2:4][CH2:3][C:2]2=[O:7])[CH:10]=1)(=[O:25])=[O:26])=[O:49])[CH2:52][CH2:53][CH3:54]. Procedure details: To a solution of 3-(3-pyrrolidine-2,5-dione-1-ylmethylphenyl)-5-iso-butyl-N-tert-butylthiophene-2-sulfonamide (95.0 mg, 0.205 mmol; see step (f)) in CH2Cl2 (2 mL) was added BCl3 (0.6 mL, 1.0 M in hexane) and the reaction mixture was stirred for 1 h at ambient temperature. The reaction mixture was concentrated in vacuo. Water (5 mL) was added to the residue and this was then extracted with EtOAc. The combined organic phase was washed with water and brine, dried (over anhydrous MgSO4) and concentr... Reactants: oxidans, P(O)(O)(O)=O (phosphoric acid), ClC(C(=O)NC(O)[C@H](O)[C@@H](O)[C@H](O)[C@H](O)CO)Cl (N-dichloroacetylaminosorbitol). The solvent is O (water). Conditions: time 10 hour. Product: ClC(C(=O)NC[C@@H]([C@H]([C@@H](C(CO)=O)O)O)O)Cl (N-dichloroacetyl-6-amino-6-deoxy-L-sorbose). Reaction SMILES: P(=O)(O)(O)O.[Cl:6][CH:7]([Cl:23])[C:8]([NH:10][CH:11]([C@@H:13]([C@H:15]([C@@H:17]([C@@H:19]([CH2:21][OH:22])[OH:20])[OH:18])[OH:16])[OH:14])O)=[O:9]>O>[Cl:6][CH:7]([Cl:23])[C:8]([NH:10][CH2:11][C@H:13]([OH:14])[C@@H:15]([OH:16])[C@H:17]([OH:18])[C:19](=[O:20])[CH2:21][OH:22])=[O:9]. Reported procedure: To a suspension of 40 g of Gluconobacter oxidans ssp. suboxidans (DSM 50049) in 1 l of tap water, brought to pH 4.5 with phosphoric acid, are added at 32° C. and 700 rpm with venting of 3 l of air/hour 20 g of N-dichloroacetylaminosorbitol. The reaction has ended after 10 hours, and the cells are then centrifuged off, washed twice with 100 ml of methanol each time and discarded. The methanol extracts are combined with the aqueous supernatant and concentrated to dryness in vacuo. Reactants: COC(=O)C(N)Cc1ccc(Cl)c(I)c1, Cl, O=C(O)c1ccc(I)cc1NS(=O)(=O)c1cccc2nsnc12. Yields the product COC(=O)C(Cc1ccc(Cl)c(I)c1)NC(=O)c1ccc(I)cc1NS(=O)(=O)c1cccc2nsnc12. RXN SMILES: [CH3:25][O:26][C:27]([CH:28]([CH2:29][c:30]1[cH:31][c:32]([I:37])[c:33]([Cl:36])[cH:34][cH:35]1)[NH2:38])=[O:39].[ClH:24].[n:1]1[c:2]2[c:3]([n:4][s:5]1)[c:6]([S:10](=[O:11])(=[O:12])[NH:13][c:14]1[c:15]([C:16](=[O:17])[OH:18])[cH:19][cH:20][c:21]([I:23])[cH:22]1)[cH:7][cH:8][cH:9]2>>[n:1]1[c:2]2[c:3]([n:4][s:5]1)[c:6]([S:10](=[O:11])(=[O:12])[NH:13][c:14]1[c:15]([C:16](=[O:17])[NH:38][CH:28]([C:27]([O:26][CH3:25])=[O:39])[CH2:29][c:30]3[cH:31][c:32]([I:37])[c:33]([Cl:36])[cH:34][cH:35]3)[cH:19][cH:20][c:21]([I:23])[cH:22]1)[cH:7][cH:8][cH:9]2. Reactants: ice water, solution, C(C)(C)(C)O[K] (tBuOK), C(C)(C)(C)OC(=O)N1CCC(CC1)(O)C(C1=C(C=CC(=C1)Br)F)=O (4-(5-bromo-2-fluoro-benzoyl)-4-hydroxy-piperidine-1-carboxylic acid tert-butyl ester). The solvent is C1CCOC1 (THF), C1CCOC1 (THF). Conditions: temperature 70 celsius, time 30 minute. The product is C(C)(C)(C)OC(=O)N1CCC2(CC1)OC1=C(C2=O)C=C(C=C1)Br (5-bromo-3-oxo-spiro[benzofuran-2(3H), 4′-piperidin]-1′-carboxylic acid tert-butyl ester). Yield: 10.9%. RXN SMILES: C(O[K])(C)(C)C.[C:7]([O:11][C:12]([N:14]1[CH2:19][CH2:18][C:17]([C:21](=[O:30])[C:22]2[CH:27]=[C:26]([Br:28])[CH:25]=[CH:24][C:23]=2F)([OH:20])[CH2:16][CH2:15]1)=[O:13])([CH3:10])([CH3:9])[CH3:8]>C1COCC1>[C:7]([O:11][C:12]([N:14]1[CH2:19][CH2:18][C:17]2([C:21](=[O:30])[C:22]3[CH:27]=[C:26]([Br:28])[CH:25]=[CH:24][C:23]=3[O:20]2)[CH2:16][CH2:15]1)=[O:13])([CH3:10])([CH3:9])[CH3:8]. Procedure: A 1 M solution of tBuOK (54.10 ml, 54.10 mmol) in THF was added to a solution of 4-(5-bromo-2-fluoro-benzoyl)-4-hydroxy-piperidine-1-carboxylic acid tert-butyl ester (14.5 g, 36.07 mmol) in THF (200 ml) and the mixture was stirred at 70° C. After 30 min, the solution was poured into ice water (150 ml) and the product was extracted with AcOEt. The combined organic layers were washed with water (50 ml), brine (50 ml), dried over Na2SO4, then filtered and evaporated to give a pale yellow oil. Purif... Starting materials: [H][H], CS(=O)(=O)Nc1ccc([N+](=O)[O-])cc1, C1CCOC1. Product: CS(=O)(=O)Nc1ccc(N)cc1. As a reaction SMILES: [H:15][H:16].[N+:1]([O-:2])(=[O:3])[c:4]1[cH:5][cH:6][c:7]([NH:10][S:11](=[O:12])(=[O:13])[CH3:14])[cH:8][cH:9]1.[O:17]1[CH2:18][CH2:19][CH2:20][CH2:21]1>>[NH2:1][c:4]1[cH:5][cH:6][c:7]([NH:10][S:11](=[O:12])(=[O:13])[CH3:14])[cH:8][cH:9]1. The reactants are CON(C(C)=O)C (N-methoxy-N-methylacetamide), compound, C(C)OCN1C=NC(=C1)CO[Si](CC)(CC)CC (1-Ethoxymethyl-4-(triethylsilyloxymethyl)-1H-imidazole), [Cl-].[NH4+] (ammonium chloride), C(CCC)[Li] (n-butyl lithium). The solvent is C1CCOC1 (THF). Reaction conditions: temperature -78 celsius, time 17 hour. Yields the product C(C)OCN1C(=NC(=C1)CO[Si](CC)(CC)CC)C(C)=O (1-[1-Ethoxymethyl-4-(triethylsilyloxymethyl)-1H-imidazol-2-yl]ethanone). As a reaction SMILES: [CH2:1]([O:3][CH2:4][N:5]1[CH:9]=[C:8]([CH2:10][O:11][Si:12]([CH2:17][CH3:18])([CH2:15][CH3:16])[CH2:13][CH3:14])[N:7]=[CH:6]1)[CH3:2].C([Li])CCC.CON(C)[C:27](=[O:29])[CH3:28].[Cl-].[NH4+]>C1COCC1>[CH2:1]([O:3][CH2:4][N:5]1[CH:9]=[C:8]([CH2:10][O:11][Si:12]([CH2:13][CH3:14])([CH2:17][CH3:18])[CH2:15][CH3:16])[N:7]=[C:6]1[C:27](=[O:29])[CH3:28])[CH3:2] |f:3.4|. Reported procedure: The compound (665 mg) obtained in (3) was dissolved in THF (20 mL), and cooled to −78° C. while stirring under an argon atmosphere. To the present solution was added dropwise n-butyl lithium (2.69 M hexane solution, 1.50 mL) slowly using a syringe, followed by stirring at the same temperature for 30 minutes. Then, N-methoxy-N-methylacetamide (0.50 mL) was added using a syringe, and stirring was continued for 17 hours while the temperature was raised to room temperature. A saturated aqueous ammon...